Dataset: the Open Reaction Database (ORD), a public repository of structured organic reaction records. Task: describe an organic reaction: reactants, conditions, products, and yield Starting materials: CN1CCOCC1, CN(C)c1ccncc1, ClCCl, NCc1ccccn1, CCC(=O)NC1CC(n2cnc3c(NCC(c4ccccc4)c4ccccc4)nc(-n4cc(C(=O)O)cn4)nc32)C(O)C1O, On1nnc2ccccc21. Product: CCC(=O)NC1CC(n2cnc3c(NCC(c4ccccc4)c4ccccc4)nc(-n4cc(C(=O)NCc5ccccn5)cn4)nc32)C(O)C1O. RXN SMILES: [CH3:63][N:64]1[CH2:65][CH2:66][O:67][CH2:68][CH2:69]1.[CH3:73][N:74]([c:75]1[cH:76][cH:77][n:78][cH:79][cH:80]1)[CH3:81].[Cl:70][CH2:71][Cl:72].[NH2:45][CH2:46][c:47]1[n:48][cH:49][cH:50][cH:51][cH:52]1.[OH:1][CH:2]1[CH:3]([n:13]2[c:14]3[n:15][c:16](-[n:37]4[n:38][cH:39][c:40]([C:42](=[O:43])[OH:44])[cH:41]4)[n:17][c:18]([NH:22][CH2:23][CH:24]([c:25]4[cH:26][cH:27][cH:28][cH:29][cH:30]4)[c:31]4[cH:32][cH:33][cH:34][cH:35][cH:36]4)[c:19]3[n:20][cH:21]2)[CH2:4][CH:5]([NH:8][C:9]([CH2:10][CH3:11])=[O:12])[CH:6]1[OH:7].[OH:53][n:54]1[c:55]2[c:56]([cH:57][cH:58][cH:59][cH:60]2)[n:61][n:62]1>>[OH:1][CH:2]1[CH:3]([n:13]2[c:14]3[n:15][c:16](-[n:37]4[n:38][cH:39][c:40]([C:42](=[O:44])[NH:45][CH2:46][c:47]5[n:48][cH:49][cH:50][cH:51][cH:52]5)[cH:41]4)[n:17][c:18]([NH:22][CH2:23][CH:24]([c:25]4[cH:26][cH:27][cH:28][cH:29][cH:30]4)[c:31]4[cH:32][cH:33][cH:34][cH:35][cH:36]4)[c:19]3[n:20][cH:21]2)[CH2:4][CH:5]([NH:8][C:9]([CH2:10][CH3:11])=[O:12])[CH:6]1[OH:7]. Reactants: CC1CC2C(C(O)CC3(C)C2CCC3(OC(=O)c2ccccc2)C(=O)CO)C2(C)C=CC(=O)C=C12, CC(=O)OC(C)=O. The product is CC(=O)OCC(=O)C1(OC(=O)c2ccccc2)CCC2C3CC(C)C4=CC(=O)C=CC4(C)C3C(O)CC21C. Reaction SMILES: [C:1]([c:2]1[cH:3][cH:4][cH:5][cH:6][cH:7]1)(=[O:8])[O:9][C:10]1([C:11]([CH2:12][OH:13])=[O:14])[CH2:15][CH2:16][CH:17]2[CH:18]3[CH2:19][CH:20]([CH3:35])[C:21]4=[CH:22][C:23](=[O:34])[CH:24]=[CH:25][C:26]4([CH3:27])[CH:28]3[CH:29]([OH:33])[CH2:30][C:31]12[CH3:32].[CH3:36][C:37](=[O:38])[O:39][C:40](=[O:41])[CH3:42]>>[C:1]([c:2]1[cH:3][cH:4][cH:5][cH:6][cH:7]1)(=[O:8])[O:9][C:10]1([C:11]([CH2:12][O:13][C:37]([CH3:36])=[O:38])=[O:14])[CH2:15][CH2:16][CH:17]2[CH:18]3[CH2:19][CH:20]([CH3:35])[C:21]4=[CH:22][C:23](=[O:34])[CH:24]=[CH:25][C:26]4([CH3:27])[CH:28]3[CH:29]([OH:33])[CH2:30][C:31]12[CH3:32]. Starting materials: FC1([C@@]2(N=C(COC1)N)CCCC1=CC=C(C=C12)N)F ((R)-6′,6′-difluoro-3,4,6′,7′-tetrahydro-2H,2′H-spiro[naphthalene-1,5′-[1,4]oxazepine]-3′,7-diamine), C(#N)C=1C=CC(=NC1)C(=O)O (5-cyanopicolinic acid). Product: NC=1COCC([C@@]2(N1)CCCC1=CC=C(C=C12)NC(C1=NC=C(C=C1)C#N)=O)(F)F ((R)—N-(3′-Amino-6′,6′-difluoro-3,4,6′,7′-tetrahydro-2H,2′H-spiro[naphthalene-1,5′-[1,4]oxazepine]-7-yl)-5-cyanopicolinamide). The yield is 37.0%. Reaction SMILES: [F:1][C:2]1([F:20])[CH2:8][O:7][CH2:6][C:5]([NH2:9])=[N:4][C@@:3]21[C:18]1[C:13](=[CH:14][CH:15]=[C:16]([NH2:19])[CH:17]=1)[CH2:12][CH2:11][CH2:10]2.[C:21]([C:23]1[CH:24]=[CH:25][C:26]([C:29](O)=[O:30])=[N:27][CH:28]=1)#[N:22]>>[NH2:9][C:5]1[CH2:6][O:7][CH2:8][C:2]([F:1])([F:20])[C@@:3]2([C:18]3[C:13](=[CH:14][CH:15]=[C:16]([NH:19][C:29](=[O:30])[C:26]4[CH:25]=[CH:24][C:23]([C:21]#[N:22])=[CH:28][N:27]=4)[CH:17]=3)[CH2:12][CH2:11][CH2:10]2)[N:4]=1. Procedure details: The condensation of (R)-6′,6′-difluoro-3,4,6′,7′-tetrahydro-2H,2′H-spiro[naphthalene-1,5′-[1,4]oxazepine]-3′,7-diamine (intermediate C4.1) and 5-cyanopicolinic acid yielded the title compound (37% yield) as an off-white solid. MS (ISP): m/z=412.2 [M+H]+. Reactants: CCOC(=O)C=P(c1ccccc1)(c1ccccc1)c1ccccc1, Cc1ccccc1, Cc1ccc(COC(=O)N2CCC(=O)C(F)C2)cc1. The product is CCOC(=O)C=C1CCN(C(=O)OCc2ccc(C)cc2)CC1F. Reaction SMILES: [C:20](=[O:21])([O:22][CH2:23][CH3:24])[CH:25]=[P:26]([c:27]1[cH:28][cH:29][cH:30][cH:31][cH:32]1)([c:33]1[cH:34][cH:35][cH:36][cH:37][cH:38]1)[c:39]1[cH:40][cH:41][cH:42][cH:43][cH:44]1.[CH3:45][c:46]1[cH:47][cH:48][cH:49][cH:50][cH:51]1.[F:1][CH:2]1[CH2:3][N:4]([C:9](=[O:10])[O:11][CH2:12][c:13]2[cH:14][cH:15][c:16]([CH3:19])[cH:17][cH:18]2)[CH2:5][CH2:6][C:7]1=[O:8]>>[F:1][CH:2]1[CH2:3][N:4]([C:9](=[O:10])[O:11][CH2:12][c:13]2[cH:14][cH:15][c:16]([CH3:19])[cH:17][cH:18]2)[CH2:5][CH2:6][C:7]1=[CH:25][C:20](=[O:21])[O:22][CH2:23][CH3:24]. Yields the product N1=CC(=CC=C1)N1C(NCC1)=O (1-(3-pyridyl)-2-imidazolidinone). RXN SMILES: Cl[CH2:2][CH2:3][NH:4][C:5]([NH:7][C:8]1[CH:9]=[N:10][CH:11]=[CH:12][CH:13]=1)=[O:6].[H-].[Na+].C(O)(=O)C>CN(C)C=O>[N:10]1[CH:11]=[CH:12][CH:13]=[C:8]([N:7]2[CH2:2][CH2:3][NH:4][C:5]2=[O:6])[CH:9]=1 |f:1.2|. Isolated yield 88.5%. Procedure: To a mixture of 150 g of N-(2-chloroethyl)-N'-(3-pyridyl) urea dissolved in 500 ml of tetrhydrofuran and 500 ml of dimethylformamide, 31.6 g of sodium hydride (60% oily suspension) was added under ice-cooling over 20 minutes. After stirring under ice-cooling for 10 minutes and at room temperature for 2 hours, 10 ml of acetic acid was added and the solvent was distilled off. Saturated saline water and chloroform were added to thr residue and insolubles were separated by filtration. The chloroform... Reactants: ClCCNC(=O)NC=1C=NC=CC1 (N-(2-chloroethyl)-N'-(3-pyridyl) urea), [H-].[Na+] (sodium hydride), C(C)(=O)O (acetic acid). The solvent is CN(C=O)C (dimethylformamide). Reactants: C1CCNCC1, CC(=O)O, CC(=O)CC(=O)NC(C)C, O=Cc1ccccc1[N+](=O)[O-], c1ccccc1. Product: CC(C)NC(=O)CC(=O)C=Cc1ccccc1[N+](=O)[O-]. As a reaction SMILES: [CH2:22]1[CH2:23][CH2:24][NH:25][CH2:26][CH2:27]1.[CH3:28][C:29](=[O:30])[OH:31].[CH:12]([CH3:13])([CH3:14])[NH:15][C:16]([CH2:17][C:18](=[O:19])[CH3:20])=[O:21].[N+:1](=[O:2])([O-:3])[c:4]1[c:5]([CH:6]=[O:7])[cH:8][cH:9][cH:10][cH:11]1.[cH:32]1[cH:33][cH:34][cH:35][cH:36][cH:37]1>>[N+:1](=[O:2])([O-:3])[c:4]1[c:5]([CH:6]=[CH:20][C:18]([CH2:17][C:16]([NH:15][CH:12]([CH3:13])[CH3:14])=[O:21])=[O:19])[cH:8][cH:9][cH:10][cH:11]1. Starting materials: C(C)S(=O)(=O)C=1C=C(C=CC1)C1=C2C3=C(NC2=C(C=C1)OCC1CCN(CC1)C)N=CC(=C3)C (5-(3-(ethylsulfonyl)phenyl)-3-methyl-8-((1-methylpiperidin-4-yl)methoxy)-9H-pyrido[2,3-b]indole), C(=O)(C(F)(F)F)O (TFA). Yields the product C(C)SC=1C=C(C=CC1)C1=C2C3=C(NC2=C(C=C1)OCC1CCN(CC1)C)N=CC(=C3)C (5-(3-(ethylthio)phenyl)-3-methyl-8-((1-methylpiperidin-4-yl)methoxy)-9H-pyrido[2,3-b]indole). RXN SMILES: [CH2:1]([S:3]([C:6]1[CH:7]=[C:8]([C:12]2[CH:20]=[CH:19][C:18]([O:21][CH2:22][CH:23]3[CH2:28][CH2:27][N:26]([CH3:29])[CH2:25][CH2:24]3)=[C:17]3[C:13]=2[C:14]2[CH:33]=[C:32]([CH3:34])[CH:31]=[N:30][C:15]=2[NH:16]3)[CH:9]=[CH:10][CH:11]=1)(=O)=O)[CH3:2].C(O)(C(F)(F)F)=O>>[CH2:1]([S:3][C:6]1[CH:7]=[C:8]([C:12]2[CH:20]=[CH:19][C:18]([O:21][CH2:22][CH:23]3[CH2:24][CH2:25][N:26]([CH3:29])[CH2:27][CH2:28]3)=[C:17]3[C:13]=2[C:14]2[CH:33]=[C:32]([CH3:34])[CH:31]=[N:30][C:15]=2[NH:16]3)[CH:9]=[CH:10][CH:11]=1)[CH3:2]. Procedure details: The title compound was synthesized using an analogous procedure to that outlined in the preparation of Compound 176. 1H NMR (400 MHz, DMSO-d6) δ ppm 1.28 (t, J=7.20 Hz, 3 H) 1.48-1.56 (m, 2 H) 2.09-2.20 (m, 1 H) 2.25 (br. s., 2 H) 2.27 (s, 3 H) 2.80 (d, J=4.55 Hz, 3 H) 3.03 (q, J=7.16 Hz, 4 H) 3.53 (d, J=11.37 Hz, 2 H) 4.08 (d, J=6.82 Hz, 2 H) 7.00 (d, J=8.08 Hz, 1 H) 7.10 (d, J=8.34 Hz, 1 H) 7.36-7.52 (m, 4 H) 7.59 (s, 1 H) 8.27 (s, 1 H) 9.41 (br. s., 1 H) 11.95 (s, 1 H); [M+H] calc'd for C27H3...